The task is: describe an organic reaction: reactants, conditions, products, and yield. This data is from the Open Reaction Database (ORD), a public repository of structured organic reaction records. Starting materials: CCO, O=[N+]([O-])c1cccc(F)c1F, NCCO. The product is O=[N+]([O-])c1cccc(F)c1NCCO. RXN SMILES: [CH3:16][CH2:17][OH:18].[F:1][c:2]1[c:3]([N+:9](=[O:10])[O-:11])[cH:4][cH:5][cH:6][c:7]1[F:8].[NH2:12][CH2:13][CH2:14][OH:15]>>[c:2]1([NH:12][CH2:13][CH2:14][OH:15])[c:3]([N+:9](=[O:10])[O-:11])[cH:4][cH:5][cH:6][c:7]1[F:8]. RXN SMILES: [CH2:59]([N:60]([CH:61]([CH3:62])[CH3:63])[CH:64]([CH3:65])[CH3:66])[CH3:67].[CH3:35][c:36]1[cH:37][cH:38][c:39]([N:42]=[CH:43][c:44]2[cH:45][cH:46][c:47]([O:48][CH2:49][C:50](=[O:51])[O:52][C:53]([CH3:54])([CH3:55])[CH3:56])[cH:57][cH:58]2)[cH:40][cH:41]1.[CH:73]([OH:74])([CH3:75])[CH3:76].[Cl-:68].[Cl:70][CH2:71][Cl:72].[NH4+:69].[O:1]1[CH2:2][O:3][c:4]2[c:5]1[cH:6][cH:7][c:8]([C:10]1([CH2:18][S:19][CH2:20][C:21](=[O:22])[N:23]3[C:24](=[O:34])[O:25][CH2:26][CH:27]3[c:28]3[cH:29][cH:30][cH:31][cH:32][cH:33]3)[O:11][CH2:12][C:13]([CH3:16])([CH3:17])[CH2:14][O:15]1)[cH:9]2>>[O:1]1[CH2:2][O:3][c:4]2[c:5]1[cH:6][cH:7][c:8]([C:10]1([CH2:18][S:19][CH:20]([C:21](=[O:22])[N:23]3[C:24](=[O:34])[O:25][CH2:26][CH:27]3[c:28]3[cH:29][cH:30][cH:31][cH:32][cH:33]3)[CH:43]([NH:42][c:39]3[cH:38][cH:37][c:36]([CH3:35])[cH:41][cH:40]3)[c:44]3[cH:45][cH:46][c:47]([O:48][CH2:49][C:50](=[O:51])[O:52][C:53]([CH3:54])([CH3:55])[CH3:56])[cH:57][cH:58]3)[O:11][CH2:12][C:13]([CH3:16])([CH3:17])[CH2:14][O:15]1)[cH:9]2. Yields the product Cc1ccc(NC(c2ccc(OCC(=O)OC(C)(C)C)cc2)C(SCC2(c3ccc4c(c3)OCO4)OCC(C)(C)CO2)C(=O)N2C(=O)OCC2c2ccccc2)cc1. The reactants are CCN(C(C)C)C(C)C, Cc1ccc(N=Cc2ccc(OCC(=O)OC(C)(C)C)cc2)cc1, CC(C)O, [Cl-], ClCCl, [NH4+], CC1(C)COC(CSCC(=O)N2C(=O)OCC2c2ccccc2)(c2ccc3c(c2)OCO3)OC1. As a reaction SMILES: [CH3:1][C:2]1[NH:6][CH:5]=[N:4][C:3]=1[C:7]([F:13])([F:12])[C:8]([F:11])([F:10])[F:9].[H-].[Na+].Cl[C:17]1[C:22]([Cl:23])=[CH:21][C:20]([C:24]([F:27])([F:26])[F:25])=[CH:19][N:18]=1.O>CN(C)C=O>[Cl:23][C:22]1[C:17]([N:6]2[C:2]([CH3:1])=[C:3]([C:7]([F:13])([F:12])[C:8]([F:10])([F:9])[F:11])[N:4]=[CH:5]2)=[N:18][CH:19]=[C:20]([C:24]([F:26])([F:25])[F:27])[CH:21]=1 |f:1.2|. Yield: 43.9%. Solvent: CN(C=O)C (N,N-dimethyl formamide). Starting materials: CC1=C(N=CN1)C(C(F)(F)F)(F)F (5-methyl-4-pentafluoroethylimidazole), [H-].[Na+] (sodium hydride), O (water), ClC1=NC=C(C=C1Cl)C(F)(F)F (2,3-dichloro-5-trifluoromethylpyridine). Reaction conditions: time 10 minute. Procedure details: To a solution of 0.6 g (3 m mol) of 5-methyl-4-pentafluoroethylimidazole in 5 ml of N,N-dimethyl formamide was added slowly 120 mg (3 m mol) of an oily sodium hydride (60%) while cooling with ice, followed by stirring at the same temperature for 10 minutes. After the reaction was completed, to the reaction mixture was added dropwise 0.65 g (3 m mol) of 2,3-dichloro-5-trifluoromethylpyridine, followed by stirring at room temperature for 9 hours. After the reaction was completed, the reaction mixt... Product: ClC=1C(=NC=C(C1)C(F)(F)F)N1C=NC(=C1C)C(C(F)(F)F)(F)F (1-(3-chloro-5-trifluoromethylpyridin-2-yl)-5-methyl-4-pentafluoroethylimidazole).